Dataset: the Open Reaction Database (ORD), a public repository of structured organic reaction records. Task: describe an organic reaction: reactants, conditions, products, and yield Starting materials: FC1=CC=C(C=C1C1=CC(=CC=C1)CN1C[C@@H](NCC1)C)CNC(C1=CC(=CC=C1)CC1CCNCC1)=O (N-[(6-fluoro-3′-{[(3S)-3-methyl-1-piperazinyl]methyl}-3-biphenylyl)methyl]-3-(4-piperidinylmethyl)benzamide), [H-].[Al+3].[Li+].[H-].[H-].[H-] (lithium aluminum hydride). Solvent: C1CCOC1 (THF). The yield is 82.4%. Reaction SMILES: [F:1][C:2]1[C:7]([C:8]2[CH:13]=[CH:12][CH:11]=[C:10]([CH2:14][N:15]3[CH2:20][CH2:19][NH:18][C@@H:17]([CH3:21])[CH2:16]3)[CH:9]=2)=[CH:6][C:5]([CH2:22][NH:23][C:24](=O)[C:25]2[CH:30]=[CH:29][CH:28]=[C:27]([CH2:31][CH:32]3[CH2:37][CH2:36][NH:35][CH2:34][CH2:33]3)[CH:26]=2)=[CH:4][CH:3]=1.[H-].[Al+3].[Li+].[H-].[H-].[H-]>C1COCC1>[F:1][C:2]1[C:7]([C:8]2[CH:13]=[CH:12][CH:11]=[C:10]([CH2:14][N:15]3[CH2:20][CH2:19][NH:18][C@@H:17]([CH3:21])[CH2:16]3)[CH:9]=2)=[CH:6][C:5]([CH2:22][NH:23][CH2:24][C:25]2[CH:30]=[CH:29][CH:28]=[C:27]([CH2:31][CH:32]3[CH2:37][CH2:36][NH:35][CH2:34][CH2:33]3)[CH:26]=2)=[CH:4][CH:3]=1 |f:1.2.3.4.5.6|. Reported procedure: A solution of N-[(6-fluoro-3′-{[(3S)-3-methyl-1-piperazinyl]methyl}-3-biphenylyl)methyl]-3-(4-piperidinylmethyl)benzamide (100 mg, 0.194 mmol) in THF (2.0 mL) was added to lithium aluminum hydride (1.0 N in THF, 2 mL, 2 mmol). The mixture was heated in a microwave reactor at 80° C. for 60 minutes. After cooling to room temperature, the reaction mixture was carefully quenched with saturated Na2SO4, filtered through celite, dried over K2CO3 and concentrated under vacuum to give a crude oil. Furthe... Yields the product FC1=CC=C(C=C1C1=CC(=CC=C1)CN1C[C@@H](NCC1)C)CNCC1=CC(=CC=C1)CC1CCNCC1 ([(6-Fluoro-3′-{[(3S)-3-methyl-1-piperazinyl]methyl}-3-biphenylyl)methyl]{[3(4-piperidinylmethyl)Phenyl]methyl}amine). Run at temperature 80 celsius. The reactants are CN(C)C=O, CC(C)n1nnnc1CCl, [H-], O=[N+]([O-])c1ccc2[nH]ccc2c1, [Na+], O. Yields the product CC(C)n1nnnc1Cn1ccc2cc([N+](=O)[O-])ccc21. Reaction SMILES: [CH3:26][N:27]([CH3:28])[CH:29]=[O:30].[Cl:15][CH2:16][c:17]1[n:18][n:19][n:20][n:21]1[CH:22]([CH3:23])[CH3:24].[H-:13].[N+:1](=[O:2])([O-:3])[c:4]1[cH:5][c:6]2[cH:7][cH:8][nH:9][c:10]2[cH:11][cH:12]1.[Na+:14].[OH2:25]>>[N+:1](=[O:2])([O-:3])[c:4]1[cH:5][c:6]2[cH:7][cH:8][n:9]([CH2:16][c:17]3[n:18][n:19][n:20][n:21]3[CH:22]([CH3:23])[CH3:24])[c:10]2[cH:11][cH:12]1. Reactants: C[Si](C)(C)C=[N+]=[N-] (trimethylsilyldiazomethane), C[Si](C)(C)C=[N+]=[N-] (trimethylsilyldiazomethane), C(C)(=O)C=1C=C(C(=O)O)C=CC1 (3-acetylbenzoic acid). Solvent: C(C)OCC (diethyl ether), C(C)OCC (diethyl ether), CO (methanol), C1(=CC=CC=C1)C (toluene). Reaction conditions: time 10 minute. Product: C(C)(=O)C=1C=C(C=CC1)C(=O)OC (Methyl 3-acetylbenzenecarboxylate). Reaction SMILES: [C:1]([C:4]1[CH:5]=[C:6]([CH:10]=[CH:11][CH:12]=1)[C:7]([OH:9])=[O:8])(=[O:3])[CH3:2].[CH3:13][Si](C=[N+]=[N-])(C)C>C1(C)C=CC=CC=1.CO.C(OCC)C>[C:1]([C:4]1[CH:5]=[C:6]([C:7]([O:9][CH3:13])=[O:8])[CH:10]=[CH:11][CH:12]=1)(=[O:3])[CH3:2]. Procedure: 3.95 g (24.06 mmol) of 3-acetylbenzoic acid were initially charged in 100 ml of toluene and 75 ml of methanol. After dropwise addition of 4.12 g (36.09 mmol) of trimethylsilyldiazomethane 2M in diethyl ether at RT, an instant evolution of gas in the reaction solution was observed. Another 0.27 g (2.4 mmol) of trimethylsilyldiazomethane 2M in diethyl ether was added until the reaction solution remained yellow, and the mixture was stirred at RT for 10 min. The reaction solution was evaporated. Starting materials: C(C)N(C(C1=C(C=CC=C1[Si](C)(C)C)C)=O)COC (N-Ethyl-N-(methoxymethyl)-2-methyl-6-(trimethylsilyl)benzamide). The solvent is C(C)#N (acetonitrile), Cl (HCl). Run at time 2 hour. The product is C(C)N(C(C1=C(C=CC=C1[Si](C)(C)C)C)=O)CO (N-Ethyl-N-(hydroxymethyl)-2-methyl-6-(trimethylsilyl)benzamide). Isolated yield 20.8%. RXN SMILES: [CH2:1]([N:3]([CH2:17][O:18]C)[C:4](=[O:16])[C:5]1[C:10]([Si:11]([CH3:14])([CH3:13])[CH3:12])=[CH:9][CH:8]=[CH:7][C:6]=1[CH3:15])[CH3:2]>C(#N)C.Cl>[CH2:1]([N:3]([CH2:17][OH:18])[C:4](=[O:16])[C:5]1[C:10]([Si:11]([CH3:12])([CH3:13])[CH3:14])=[CH:9][CH:8]=[CH:7][C:6]=1[CH3:15])[CH3:2]. Reported procedure: The compound of Example 127 (0.80 g, 2.9 mmol) was refluxed in a mixture of acetonitrile (20 mL) and 2N HCl (20 mL). Within 2 h the reaction was complete by GLC, and was cooled and partitioned between ether and water. The ether phase was concentrated and purified by RC with 1:4 ethyl acetate/hexanes, then recrystallized from hexanes to give 160 mg of the title compound as a solid, a 21% yield. The product is CC(=O)Nc1cccc(Br)[n+]1[O-]. RXN SMILES: [C:16]([O:17][OH:18])(=[O:19])[CH3:20].[C:1]([CH3:2])(=[O:3])[NH:4][c:5]1[n:6][c:7]([Br:11])[cH:8][cH:9][cH:10]1.[CH3:12][C:13]([OH:14])=[O:15].[OH2:21]>>[C:1]([CH3:2])(=[O:3])[NH:4][c:5]1[n+:6]([O-:14])[c:7]([Br:11])[cH:8][cH:9][cH:10]1. Starting materials: CC(=O)OO, CC(=O)Nc1cccc(Br)n1, CC(=O)O, O. Reactants: B, CON=C1CC2(CCC2)Sc2c(C)c(C)c(O)c(C)c21, CC(=O)O. Product: CONC1CC2(CCC2)Sc2c(C)c(C)c(O)c(C)c21. RXN SMILES: [BH3:25].[CH3:1][O:2][N:3]=[C:4]1[CH2:5][C:6]2([CH2:7][CH2:8][CH2:9]2)[S:10][c:11]2[c:12]([CH3:20])[c:13]([CH3:19])[c:14]([OH:18])[c:15]([CH3:17])[c:16]21.[CH3:21][C:22](=[O:23])[OH:24]>>[CH3:1][O:2][NH:3][CH:4]1[CH2:5][C:6]2([CH2:7][CH2:8][CH2:9]2)[S:10][c:11]2[c:12]([CH3:20])[c:13]([CH3:19])[c:14]([OH:18])[c:15]([CH3:17])[c:16]21. Starting materials: Cc1ccccc1I, Sc1ccccc1. Yields the product Cc1ccccc1-c1ccccc1S. As a reaction SMILES: [I:1][c:2]1[c:3]([CH3:8])[cH:4][cH:5][cH:6][cH:7]1.[SH:9][c:10]1[cH:11][cH:12][cH:13][cH:14][cH:15]1>>[c:2]1(-[c:11]2[c:10]([SH:9])[cH:15][cH:14][cH:13][cH:12]2)[c:3]([CH3:8])[cH:4][cH:5][cH:6][cH:7]1. Reactants: ClC1=NC=CC=C1OC[C@H]1N(CC1)C(=O)OC(C)(C)C (2-chloro-3-(1-BOC-2-(S)-azetidinylmethoxy)pyridine), C(=O)(C(F)(F)F)O (TFA). Run in C(Cl)Cl (methylene chloride). Reaction conditions: time 30 minute. The product is Cl.ClC1=NC=CC=C1OC[C@H]1NCC1 (2-chloro-3-(2-(S)-azetidinylmethoxy)pyridine hydrochloride). Yield: 111.2%. Reaction SMILES: [Cl:1][C:2]1[C:7]([O:8][CH2:9][C@@H:10]2[CH2:13][CH2:12][N:11]2C(OC(C)(C)C)=O)=[CH:6][CH:5]=[CH:4][N:3]=1.C(O)(C(F)(F)F)=O>C(Cl)Cl>[ClH:1].[Cl:1][C:2]1[C:7]([O:8][CH2:9][C@@H:10]2[CH2:13][CH2:12][NH:11]2)=[CH:6][CH:5]=[CH:4][N:3]=1 |f:3.4|. Procedure: To 2-chloro-3-(1-BOC-2-(S)-azetidinylmethoxy)pyridine from step 121a (469 mg, 1.66 mmol) was added TFA (5 mL) in methylene chloride (5 mL) at 0° C., and the mixture was stirred for 30 minutes. The volatile components were then removed under vacuum. The residue was treated with saturated K2CO3 solution, then extracted with methylene chloride, which was dried over MgSO4 and concentrated. The residue was chromatographed on a silica gel column, eluting with chloroform:methanol:NH4OH (10:1:0-10:1:0.5... Reactants: CCOC(C)=O, COC(C)C(=O)O, CCCCCC, Nc1c(C(=O)c2ccccc2)[nH]c2cc(Cl)ccc12. Yields the product COC(C)C(=O)Nc1c(C(=O)c2ccccc2)[nH]c2cc(Cl)ccc12. RXN SMILES: [C:33]([O:34][CH2:35][CH3:36])(=[O:37])[CH3:38].[CH3:20][O:21][CH:22]([C:23](=[O:24])[OH:25])[CH3:26].[CH3:27][CH2:28][CH2:29][CH2:30][CH2:31][CH3:32].[NH2:1][c:2]1[c:3]([C:12]([c:13]2[cH:14][cH:15][cH:16][cH:17][cH:18]2)=[O:19])[nH:4][c:5]2[cH:6][c:7]([Cl:11])[cH:8][cH:9][c:10]12>>[NH:1]([c:2]1[c:3]([C:12]([c:13]2[cH:14][cH:15][cH:16][cH:17][cH:18]2)=[O:19])[nH:4][c:5]2[cH:6][c:7]([Cl:11])[cH:8][cH:9][c:10]12)[C:23]([CH:22]([O:21][CH3:20])[CH3:26])=[O:24].